Dataset: the Open Reaction Database (ORD), a public repository of structured organic reaction records. Task: describe an organic reaction: reactants, conditions, products, and yield Starting materials: C(=O)(O)[O-].[Na+] (NaHCO3), BrC=1SC2=C(N1)C(=CC(=C2)C=O)F (2-bromo-4-fluorobenzo[d]thiazole-6-carbaldehyde), C(C)(C)N (isopropylamine), Cl (HCl). The solvent is O1CCOCC1 (1,4-dioxane). Yields the product FC1=CC(=CC2=C1N=C(S2)NC(C)C)C=O (4-Fluoro-2-(isopropylamino)benzo[d]thiazole-6-carbaldehyde). Reaction SMILES: Br[C:2]1[S:3][C:4]2[CH:10]=[C:9]([CH:11]=[O:12])[CH:8]=[C:7]([F:13])[C:5]=2[N:6]=1.[CH:14]([NH2:17])([CH3:16])[CH3:15].Cl.C([O-])(O)=O.[Na+]>O1CCOCC1>[F:13][C:7]1[C:5]2[N:6]=[C:2]([NH:17][CH:14]([CH3:16])[CH3:15])[S:3][C:4]=2[CH:10]=[C:9]([CH:11]=[O:12])[CH:8]=1 |f:3.4|. Procedure: A mixture of 2-bromo-4-fluorobenzo[d]thiazole-6-carbaldehyde (0.110 g, 0.423 mmol) and isopropylamine (0.15 ml, 1.76 mmol) in 1,4-dioxane (5 mL) was heated at reflux for 36 hr. The solution was allowed to cool to rt and 1N HCl (1 mL) was added. The mixture was heated at 60° C. for 1 hr. After it cooled to rt, the mixture was poured into saturated NaHCO3 solution (20 mL) and extracted with AcOEt (3×25 mL). The combined extract was dried over anhydrous MgSO4 and concentrated to dryness under vacuu... The reactants are COC1=CC=C(CS[C@H]2C[C@H](N(C2)C)C(=O)O)C=C1 ((2S,4S)-4-(4-methoxybenzylthio)-1-methyl-2-pyrrolidinecarboxylic acid), N,N'-carbonyldiimidazole, Cl.Cl.NC1CNC1 (3-aminoazetidine dihydrochloride), C(C)(C)N(CC)C(C)C (diisopropylethylamine). The solvent is C(C)#N (acetonitrile), CO (methanol). Run at temperature 40 celsius, time 45 minute. Yields the product NC1C(N(CC1SCC1=CC=C(C=C1)OC)C)C(=O)N1CCC1 (3-Aminoazetidin-1-ylcarbonyl-4-(4-methoxybenzylthio)-1-methylpyrrolidine). As a reaction SMILES: [CH3:1][O:2][C:3]1[CH:19]=[CH:18][C:6]([CH2:7][S:8][C@@H:9]2[CH2:13][N:12]([CH3:14])[C@H:11]([C:15]([OH:17])=O)[CH2:10]2)=[CH:5][CH:4]=1.Cl.Cl.N[CH:23]1[CH2:26][NH:25][CH2:24]1.C([N:30](C(C)C)CC)(C)C>C(#N)C.CO>[NH2:30][CH:10]1[CH:9]([S:8][CH2:7][C:6]2[CH:5]=[CH:4][C:3]([O:2][CH3:1])=[CH:19][CH:18]=2)[CH2:13][N:12]([CH3:14])[CH:11]1[C:15]([N:25]1[CH2:26][CH2:23][CH2:24]1)=[O:17] |f:1.2.3|. Reported procedure: 1.62 g of (2S,4S)-4-(4-methoxybenzylthio)-1-methyl-2-pyrrolidinecarboxylic acid were suspended in 20 ml of dry acetonitrile, and 1.02 g of N,N'-carbonyldiimidazole were added to the suspension, after which the mixture was stirred at 40° C. for 45 minutes. A solution of 1.00 g of 3-aminoazetidine dihydrochloride and 2.40 ml of diisopropylethylamine in 10 ml of methanol was added dropwise to the mixture, whilst ice-cooling, and the mixture was stirred at the same temperature for 90 minutes. At the... The reactants are S(C)(=O)(=O)OCC1=C(C=CC(=C1)NC(=O)OC(C)(C)C)Cl (2-Chloro-5-(Boc-amino)benzyl Mesylate), [C-]#N.[Na+] (NaCN), O (water). Run in CS(=O)C (DMSO). Run at time 8 hour. Yields the product ClC1=C(C=C(C=C1)NC(=O)OC(C)(C)C)CC#N ((2-Chloro-5-(Boc-amino)phenyl)acetonitrile). Isolated yield 65.0%. RXN SMILES: S(O[CH2:6][C:7]1[CH:12]=[C:11]([NH:13][C:14]([O:16][C:17]([CH3:20])([CH3:19])[CH3:18])=[O:15])[CH:10]=[CH:9][C:8]=1[Cl:21])(=O)(=O)C.[C-:22]#[N:23].[Na+].O>CS(C)=O>[Cl:21][C:8]1[CH:9]=[CH:10][C:11]([NH:13][C:14]([O:16][C:17]([CH3:20])([CH3:19])[CH3:18])=[O:15])=[CH:12][C:7]=1[CH2:6][C:22]#[N:23] |f:1.2|. Reported procedure: To a stirred solution of 2-chloro-5-(Boc-amino)benzyl mesylate (from step (ii) above) in DMSO was added NaCN (2.9 g; 60 mmol), and the solution was stirred at room temperature overnight. The mixture was poured into water (300 mL) and the water suspension was extracted with ether (4×50 mL). The combined organic layers were washed with water, dried (Na2SO4), and concentrated. After flash chromatography (Si-gel; heptane:EtOAc (8:2)), 5.2 g (65%) of the sub-title compound was obtained. Reactants: COC1=CC=C(C=O)C=C1 (4-methoxybenzaldehyde), C(CS)S (1,2-ethanedithiol). The solvent is CCCCCC (hexane). Yields the product COC1=CC=C(C=C1)C1SCCS1 (2-(4-Methoxyphenyl)-1,3-Dithiolane). Yield: 99.5%. As a reaction SMILES: [CH3:1][O:2][C:3]1[CH:10]=[CH:9][C:6]([CH:7]=O)=[CH:5][CH:4]=1.[CH2:11]([SH:14])[CH2:12][SH:13]>CCCCCC>[CH3:1][O:2][C:3]1[CH:10]=[CH:9][C:6]([CH:7]2[S:14][CH2:11][CH2:12][S:13]2)=[CH:5][CH:4]=1. Procedure: Following the general procedure as in Example 1, 25 gm (0.184 moles) of 4-methoxybenzaldehyde and 17.3 gm (0.184 moles) of 1,2-ethanedithiol gave, after crystallization from hexane, 39.3 gm (0.183 moles) of a white colored solid (96% yield) m.p. 62°-63° C. Elemental analysis for C10H12OS2 : Starting materials: C1(=CC=C(C=C1)S(=O)(=O)[O-])C.[NH+]1=CC=CC=C1 (pyridinium para-toluenesulfonate), BrC1=C(C=C(C=C1OC)C1=CC=C(O1)C(C(C1=CC=C(C=C1)C=1C=NN(C1)C(C1=CC=C(C=C1)OC)(C1=CC=C(C=C1)OC)C1=CC=C(C=C1)OC)OC)=O)OC (1-(5-(4-bromo-3,5-dimethoxyphenyl)furan-2-yl)-2-methoxy-2-(4-(1-(tris(4-methoxyphenyl)methyl)-1H-pyrazol-4-yl)phenyl)ethanone), C(=O)(O)[O-].[Na+] (NaHCO3). The solvent is CO.O (MeOH—H2O). Run at time 18 hour. The product is N1N=CC(=C1)C1=CC=C(C=C1)C(C(=O)C=1OC(=CC1)C1=CC(=C(C(=C1)OC)Br)OC)OC (2-(4-(1H-pyrazol-4-yl)phenyl)-1-(5-(4-bromo-3,5-dimethoxyphenyl)furan-2-yl)-2-methoxyethanone). Yield: 16.8%. As a reaction SMILES: [Br:1][C:2]1[C:7]([O:8][CH3:9])=[CH:6][C:5]([C:10]2[O:14][C:13]([C:15](=[O:55])[CH:16]([O:53][CH3:54])[C:17]3[CH:22]=[CH:21][C:20]([C:23]4[CH:24]=[N:25][N:26](C(C5C=CC(OC)=CC=5)(C5C=CC(OC)=CC=5)C5C=CC(OC)=CC=5)[CH:27]=4)=[CH:19][CH:18]=3)=[CH:12][CH:11]=2)=[CH:4][C:3]=1[O:56][CH3:57].C1(C)C=CC(S([O-])(=O)=O)=CC=1.[NH+]1C=CC=CC=1.C([O-])(O)=O.[Na+]>CO.O>[NH:25]1[CH:24]=[C:23]([C:20]2[CH:21]=[CH:22][C:17]([CH:16]([O:53][CH3:54])[C:15]([C:13]3[O:14][C:10]([C:5]4[CH:4]=[C:3]([O:56][CH3:57])[C:2]([Br:1])=[C:7]([O:8][CH3:9])[CH:6]=4)=[CH:11][CH:12]=3)=[O:55])=[CH:18][CH:19]=2)[CH:27]=[N:26]1 |f:1.2,3.4,5.6|. Procedure details: To a suspension of 1-(5-(4-bromo-3,5-dimethoxyphenyl)furan-2-yl)-2-methoxy-2-(4-(1-(tris(4-methoxyphenyl)methyl)-1H-pyrazol-4-yl)phenyl)ethanone (0.10 g, 0.12 mmol) in MeOH—H2O (22 mL, 10:1) was added pyridinium para-toluenesulfonate (0.046 g, 0.16 mmol). After stirring for 18 hrs at room temperature, saturated aqueous NaHCO3 was added and the volatiles were removed in vacuo. The residue was diluted with a small amount of H2O then extracted with EtOAc. The combined organics were washed with H2O ...